This data is from the Open Reaction Database (ORD), a public repository of structured organic reaction records. The task is: describe an organic reaction: reactants, conditions, products, and yield The reactants are CO, CCCCCOc1cccc(C(=O)OC)c1, OCl. Yields the product CCCCCOc1cccc(C(=O)O)c1. Reaction SMILES: [CH3:19][OH:20].[CH3:1][O:2][C:3]([c:4]1[cH:5][c:6]([O:10][CH2:11][CH2:12][CH2:13][CH2:14][CH3:15])[cH:7][cH:8][cH:9]1)=[O:16].[OH:17][Cl:18]>>[O:2]=[C:3]([c:4]1[cH:5][c:6]([O:10][CH2:11][CH2:12][CH2:13][CH2:14][CH3:15])[cH:7][cH:8][cH:9]1)[OH:16]. As a reaction SMILES: I[CH3:2].[CH3:3][O:4][CH:5]([O:13][CH3:14])[C:6]1[CH:11]=[CH:10][N:9]=[C:8]([S-:12])[N:7]=1.[Na+]>CO>[CH3:14][O:13][CH:5]([O:4][CH3:3])[C:6]1[CH:11]=[CH:10][N:9]=[C:8]([S:12][CH3:2])[N:7]=1 |f:1.2|. Reaction conditions: time 16 hour. Solvent: CO (methanol). Starting materials: IC (Iodomethane), crude solution, COC(C1=NC(=NC=C1)[S-])OC.[Na+] (Sodium 4-(dimethoxymethyl)pyrimidine-2-thiolate). Reported procedure: Iodomethane (128 g, 902 mmol, 1.20 equiv.) was added carefully to the crude solution of sodium 4-(dimethoxymethyl)pyrimidine-2-thiolate (2) (156 g, 751 mmol) in methanol (700 mL, 1.1 M) while maintaining the reaction temperature below 28° C. using an ice-water bath for cooling. The resulting mixture was stirred at room temperature for 16 h. After removal of the solvent under reduced pressure, the residue was diluted with water (300 mL) and extracted with ethyl acetate (2×150 mL). The combined or... Product: COC(C1=NC(=NC=C1)SC)OC (4-(dimethoxymethyl)-2-(methylthio)pyrimidine). Starting materials: N1C=CC2=CC=CC=C12 (indole), N1C=CC2=CC=CC=C12 (indole), ClS(=O)(=O)N=C=O (chlorosulfonyl isocyanate). Solvent: C(C)N(CC)CC (triethylamine). Reported procedure: 3-Cyano analogues are synthesized from the precursor indole No. 141 as shown in Scheme 7. Reaction of the precursor indole No. 141 with chlorosulfonyl isocyanate followed by addition of triethylamine yields the 3-Cyanoindole No. 155. The side chain is made by conversion of the benzylic alcohol of CAS No. [111728-87-1] to the benzylic bromide No. 156 using thionyl bromide in THF. The indole is alkylated by the side chain in DMF using sodium hydride to give the intermediate No. 157. This can then ... Reaction SMILES: [NH:1]1[C:9]2[C:4](=[CH:5][CH:6]=[CH:7][CH:8]=2)[CH:3]=[CH:2]1.ClS([N:14]=[C:15]=O)(=O)=O>C(N(CC)CC)C>[C:15]([C:3]1[C:4]2[C:9](=[CH:8][CH:7]=[CH:6][CH:5]=2)[NH:1][CH:2]=1)#[N:14]. Yields the product C(#N)C1=CNC2=CC=CC=C12 (3-Cyanoindole). Starting materials: NC1=C(C(=NC(=N1)SC)NC1=C(C=C(C=C1)N1CCN(CC1)C(=O)OC(C)(C)C)OC)C(N)=O (tert-butyl 4-(4-(6-amino-5-carbamoyl-2-(methy thio)pyrimidin-4-ylamino)-3-methoxyphenyl)piperazine-1-carboxylate), BrCC(C(=O)OCC)=O (ethyl 3-bromo-2-oxopropanoate), O (water). The reagents and catalysts are C(C)(=O)O (acetic acid). The solvent is CN(C=O)C (dimethylformamide). Run at temperature 60 celsius. Yields the product C(C)(C)(C)OC(=O)N1CCN(CC1)C1=CC(=C(C=C1)NC1=C(C=2N(C(=N1)SC)C=C(N2)C(=O)OCC)C(N)=O)OC (ethyl 7-(4-(4-(tert-butoxycarbonyl)piperazin-1-yl)-2-methoxyphenylamino)-8-carbamoyl-5-(methylthio)imidazo[1,2-c]pyrimidine-2-carboxylate). As a reaction SMILES: [NH2:1][C:2]1[N:7]=[C:6]([S:8][CH3:9])[N:5]=[C:4]([NH:10][C:11]2[CH:16]=[CH:15][C:14]([N:17]3[CH2:22][CH2:21][N:20]([C:23]([O:25][C:26]([CH3:29])([CH3:28])[CH3:27])=[O:24])[CH2:19][CH2:18]3)=[CH:13][C:12]=2[O:30][CH3:31])[C:3]=1[C:32](=[O:34])[NH2:33].Br[CH2:36][C:37](=O)[C:38]([O:40][CH2:41][CH3:42])=[O:39].O>C(O)(=O)C.CN(C)C=O>[C:26]([O:25][C:23]([N:20]1[CH2:21][CH2:22][N:17]([C:14]2[CH:15]=[CH:16][C:11]([NH:10][C:4]3[N:5]=[C:6]([S:8][CH3:9])[N:7]4[CH:36]=[C:37]([C:38]([O:40][CH2:41][CH3:42])=[O:39])[N:1]=[C:2]4[C:3]=3[C:32](=[O:34])[NH2:33])=[C:12]([O:30][CH3:31])[CH:13]=2)[CH2:18][CH2:19]1)=[O:24])([CH3:29])([CH3:27])[CH3:28]. Procedure: A mixture of the product of Example 13D (1 g, 2.0 mmol), ethyl 3-bromo-2-oxopropanoate (796 mg, 4.1 mmol) and acetic acid (2 drops) in dimethylformamide (20 mL) was heated at 60° C. for 16 hours. After cooling to ambient temperature, the mixture was poured into water and extracted with dichloromethane (2×100 mL). The combined organic phase was washed with brine, dried over sodium sulfate, filtered and concentrated. The residue was purified by flash chromatography on silica gel (200-300 mesh) elu...